From a dataset of the Open Reaction Database (ORD), a public repository of structured organic reaction records. describe an organic reaction: reactants, conditions, products, and yield The reactants are C(C)OC(CNC(=O)C1=NC(=NC(=C1OCC1=CC=CC=C1)C)CC1CCN(CC1)C1=CC=C(C=C1)C1=CC=C(C=C1)C(C)=O)=O (Ethyl({[2-{[1-(4′-acetylbiphenyl-4-yl)piperidin-4-yl]methyl}-5-(benzyloxy)-6-methylpyrimidin-4-yl]carbonyl}amino)acetate). The reagents and catalysts are [Pd] (palladium-activated carbon). Run in C(C)(=O)OCC (ethyl acetate), ClCCl (dichloromethane). Run at time 8 hour. The product is C(C)OC(CNC(=O)C1=NC(=NC(=C1O)C)CC1CCN(CC1)C1=CC=C(C=C1)C1=CC=C(C=C1)C(C)O)=O (Ethyl({[5-hydroxy-2-{(1-[4′-(1-hydroxyethyl)biphenyl-4-yl]piperidin-4-yl}methyl)-6-methylpyrimidin-4-yl]carbonyl}amino)acetate). Isolated yield 74.5%. RXN SMILES: [CH2:1]([O:3][C:4](=[O:46])[CH2:5][NH:6][C:7]([C:9]1[C:14]([O:15]CC2C=CC=CC=2)=[C:13]([CH3:23])[N:12]=[C:11]([CH2:24][CH:25]2[CH2:30][CH2:29][N:28]([C:31]3[CH:36]=[CH:35][C:34]([C:37]4[CH:42]=[CH:41][C:40]([C:43](=[O:45])[CH3:44])=[CH:39][CH:38]=4)=[CH:33][CH:32]=3)[CH2:27][CH2:26]2)[N:10]=1)=[O:8])[CH3:2]>C(OCC)(=O)C.ClCCl.[Pd]>[CH2:1]([O:3][C:4](=[O:46])[CH2:5][NH:6][C:7]([C:9]1[C:14]([OH:15])=[C:13]([CH3:23])[N:12]=[C:11]([CH2:24][CH:25]2[CH2:26][CH2:27][N:28]([C:31]3[CH:32]=[CH:33][C:34]([C:37]4[CH:38]=[CH:39][C:40]([CH:43]([OH:45])[CH3:44])=[CH:41][CH:42]=4)=[CH:35][CH:36]=3)[CH2:29][CH2:30]2)[N:10]=1)=[O:8])[CH3:2]. Procedure: Ethyl({[2-{[1-(4′-acetylbiphenyl-4-yl)piperidin-4-yl]methyl}-5-(benzyloxy)-6-methylpyrimidin-4-yl]carbonyl}amino)acetate (0.67 g, 1.1 mmol) was dissolved in a mixed solvent of ethyl acetate (35 mL) and dichloromethane (35 mL), and 10% palladium-activated carbon (0.65 g) was added, followed by stirring at room temperature for 8 hours under a hydrogen atmosphere. After the reaction solution was filtered with celite, the filtrate was concentrated under reduced pressure. The resulting residue was pu... Reactants: C([O-])([O-])=O.[Na+].[Na+] (sodium carbonate), O (water), O1C(CCCC1)N1N=CC=C1B1OC(C(O1)(C)C)(C)C (1-(tetrahydro-2H-pyran-2-yl)-5-(4,4,5,5-tetramethyl-1,3,2-dioxaborolan-2-yl)-1H-pyrazole), BrC1=CC(=C(C#N)C=C1)Cl (4-bromo-2-chlorobenzonitrile). The reagents and catalysts are Cl[Pd]([P](C1=CC=CC=C1)(C2=CC=CC=C2)C3=CC=CC=C3)([P](C4=CC=CC=C4)(C5=CC=CC=C5)C6=CC=CC=C6)Cl (bis(triphenylphosphine)-palladium(II) chloride). Solvent: C1CCOC1 (THF). Reaction conditions: temperature 35 celsius, time 2.5 hour. Yields the product ClC1=C(C#N)C=CC(=C1)C1=CC=NN1C1OCCCC1 (2-Chloro-4-(1-(tetrahydro-2H-pyran-2-yl)-1H-pyrazol-5-yl)benzonitrile). The yield is 69.6%. Reaction SMILES: [O:1]1[CH2:6][CH2:5][CH2:4][CH2:3][CH:2]1[N:7]1[C:11](B2OC(C)(C)C(C)(C)O2)=[CH:10][CH:9]=[N:8]1.Br[C:22]1[CH:29]=[CH:28][C:25]([C:26]#[N:27])=[C:24]([Cl:30])[CH:23]=1.C(=O)([O-])[O-].[Na+].[Na+].O>C1COCC1.Cl[Pd](Cl)([P](C1C=CC=CC=1)(C1C=CC=CC=1)C1C=CC=CC=1)[P](C1C=CC=CC=1)(C1C=CC=CC=1)C1C=CC=CC=1>[Cl:30][C:24]1[CH:23]=[C:22]([C:11]2[N:7]([CH:2]3[CH2:3][CH2:4][CH2:5][CH2:6][O:1]3)[N:8]=[CH:9][CH:10]=2)[CH:29]=[CH:28][C:25]=1[C:26]#[N:27] |f:2.3.4,^1:45,64|. Reported procedure: 1-(tetrahydro-2H-pyran-2-yl)-5-(4,4,5,5-tetramethyl-1,3,2-dioxaborolan-2-yl)-1H-pyrazole (6.5 g; 23.28 mmol) and 4-bromo-2-chlorobenzonitrile (4 g; 18.48 mmol) were dissolved in THF (65 ml). To this mixture bis(triphenylphosphine)-palladium(II) chloride (0.65 g; 0.92 mmol), sodium carbonate (4.7 g; 44.3 mmol) and 18 ml of water were added and the reaction mixture was stirred at 35° C. for 2.5 h. The solvents were distilled to almost dryness and water (48 ml) was added. After 30 min of stirring t... Reaction SMILES: [CH2:33]1[O:34][CH2:35][CH2:36][CH2:37]1.[CH3:1][O:2][c:3]1[cH:4][c:5]([CH:28]=[CH2:29])[c:6]([CH2:7][CH:8]([C:9](=[O:10])[N:11]2[CH:12]([CH3:13])[CH:14]([c:15]3[cH:16][cH:17][cH:18][cH:19][cH:20]3)[O:21][C:22]2=[O:23])[CH2:24][CH3:25])[cH:26][cH:27]1.[CH3:38][OH:39].[Cl-:31].[NH4+:32].[OH2:30]>>[CH3:1][O:2][c:3]1[cH:4][c:5]([CH:28]=[CH2:29])[c:6]([CH2:7][CH:8]([CH2:9][OH:10])[CH2:24][CH3:25])[cH:26][cH:27]1. The reactants are C1CCOC1, C=Cc1cc(OC)ccc1CC(CC)C(=O)N1C(=O)OC(c2ccccc2)C1C, CO, [Cl-], [NH4+], O. Product: C=Cc1cc(OC)ccc1CC(CC)CO. RXN SMILES: [CH3:38][S:39]([CH3:40])=[O:41].[Cl:17][c:18]1[n:19][cH:20][n:21][c:22]2[cH:23][c:24]([O:30][CH2:31][CH2:32][O:33][CH2:34][CH2:35][O:36][CH3:37])[c:25]([O:28][CH3:29])[cH:26][c:27]12.[H-:15].[NH2:1][S:2](=[O:3])(=[O:4])[c:5]1[cH:6][c:7]2[c:11]([cH:12][cH:13]1)[NH:10][C:9](=[O:14])[CH2:8]2.[Na+:16].[O:42]=[CH:43][N:44]([CH3:45])[CH3:46]>>[ClH:17].[NH2:1][S:2](=[O:3])(=[O:4])[c:5]1[cH:6][c:7]2[c:11]([cH:12][cH:13]1)[NH:10][C:9](=[O:14])[CH:8]2[c:18]1[n:19][cH:20][n:21][c:22]2[cH:23][c:24]([O:30][CH2:31][CH2:32][O:33][CH2:34][CH2:35][O:36][CH3:37])[c:25]([O:28][CH3:29])[cH:26][c:27]12. The reactants are CS(C)=O, COCCOCCOc1cc2ncnc(Cl)c2cc1OC, [H-], NS(=O)(=O)c1ccc2c(c1)CC(=O)N2, [Na+], CN(C)C=O. The product is Cl, COCCOCCOc1cc2ncnc(C3C(=O)Nc4ccc(S(N)(=O)=O)cc43)c2cc1OC. Reactants: Cc1ccc(S(=O)(=O)Cl)cc1, ClCCl, OC1CCOC1. Yields the product Cc1ccc(S(=O)(=O)OC2CCOC2)cc1. Reaction SMILES: [CH3:7][c:8]1[cH:9][cH:10][c:11]([S:14](=[O:15])(=[O:16])[Cl:17])[cH:12][cH:13]1.[Cl:18][CH2:19][Cl:20].[O:1]1[CH2:2][CH:3]([OH:6])[CH2:4][CH2:5]1>>[O:1]1[CH2:2][CH:3]([O:6][S:14]([c:11]2[cH:10][cH:9][c:8]([CH3:7])[cH:13][cH:12]2)(=[O:15])=[O:16])[CH2:4][CH2:5]1. Run at time 10 minute. Product: BrC1=CC=C(C=C1)C=1NC(C=2N(C1)C=CC2)=O (3-(4-bromo-phenyl)-2H-pyrrolo[1,2-a]pyrazin-1-one). Procedure: 825 mg (2.69 mmol) 3-(4-bromo-phenyl)-3-hydroxy-3,4-dihydro-2H-pyrrolo[1,2-a]pyrazin-1-one is slurried in 6.6 ml dichloromethane. Then 207 μl (2.69 mmol) trifluoroacetic acid is added. After 10 min stirring at room temperature, the reaction mixture is evaporated. The residue is triturated with saturated sodium carbonate solution. The solids are filtered off, washed with water and dried under vacuum to give 3-(4-bromo-phenyl)-2H-pyrrolo[1,2-a]pyrazin-1-one as white powder; HPLC/MS 2.42 (B), [M+H]... The reactants are BrC1=CC=C(C=C1)C1(NC(C=2N(C1)C=CC2)=O)O (3-(4-bromo-phenyl)-3-hydroxy-3,4-dihydro-2H-pyrrolo[1,2-a]pyrazin-1-one), FC(C(=O)O)(F)F (trifluoroacetic acid). Run in ClCCl (dichloromethane). Reaction SMILES: [Br:1][C:2]1[CH:7]=[CH:6][C:5]([C:8]2(O)[CH2:13][N:12]3[CH:14]=[CH:15][CH:16]=[C:11]3[C:10](=[O:17])[NH:9]2)=[CH:4][CH:3]=1.FC(F)(F)C(O)=O>ClCCl>[Br:1][C:2]1[CH:3]=[CH:4][C:5]([C:8]2[NH:9][C:10](=[O:17])[C:11]3[N:12]([CH:14]=[CH:15][CH:16]=3)[CH:13]=2)=[CH:6][CH:7]=1. The reactants are CC(C)=O, O=[Cr](=O)=O, O, O=S(=O)(O)O, OCc1ccccc1-c1cc(-c2ccccc2)on1. The product is O=C(O)c1ccccc1-c1cc(-c2ccccc2)on1. As a reaction SMILES: [CH3:20][C:21]([CH3:22])=[O:23].[O:24]=[Cr:25](=[O:26])=[O:27].[OH2:33].[S:28](=[O:29])(=[O:30])([OH:31])[OH:32].[c:1]1(-[c:7]2[cH:8][c:9](-[c:12]3[c:13]([CH2:14][OH:15])[cH:16][cH:17][cH:18][cH:19]3)[n:10][o:11]2)[cH:2][cH:3][cH:4][cH:5][cH:6]1>>[c:1]1(-[c:7]2[cH:8][c:9](-[c:12]3[c:13]([C:14](=[O:15])[OH:23])[cH:16][cH:17][cH:18][cH:19]3)[n:10][o:11]2)[cH:2][cH:3][cH:4][cH:5][cH:6]1. Starting materials: C(C)(C)(C)OC(NC1(CCC1)C1=CC=C(C=C1)C=1C(=CC=2N(N1)C(=CN2)C=C)C2=CC=CC=C2)=O ({1-[4-(7-phenyl-3-vinyl-imidazo[1,2-b]pyridazin-6-yl]-phenyl]-cyclobutyl}-carbamic acid tert-butyl ester). Run in Cl (hydrogen chloride), O1CCOCC1 (dioxane). Product: C1(=CC=CC=C1)C1=CC=2N(N=C1C1=CC=C(C=C1)C1(CCC1)N)C(=CN2)C=C (1-[4-(7-phenyl-3-vinyl-imidazo[1,2-b]pyridazin-6-yl)-phenyl]-cyclobutylamine). RXN SMILES: C(OC(=O)[NH:7][C:8]1([C:12]2[CH:17]=[CH:16][C:15]([C:18]3[C:19]([C:29]4[CH:34]=[CH:33][CH:32]=[CH:31][CH:30]=4)=[CH:20][C:21]4[N:22]([C:24]([CH:27]=[CH2:28])=[CH:25][N:26]=4)[N:23]=3)=[CH:14][CH:13]=2)[CH2:11][CH2:10][CH2:9]1)(C)(C)C>Cl.O1CCOCC1>[C:29]1([C:19]2[C:18]([C:15]3[CH:14]=[CH:13][C:12]([C:8]4([NH2:7])[CH2:9][CH2:10][CH2:11]4)=[CH:17][CH:16]=3)=[N:23][N:22]3[C:24]([CH:27]=[CH2:28])=[CH:25][N:26]=[C:21]3[CH:20]=2)[CH:30]=[CH:31][CH:32]=[CH:33][CH:34]=1. Reported procedure: 168 mg Of the crude {1-[4-(7-phenyl-3-vinyl-imidazo[1,2-b]pyridazin-6-yl]-phenyl]-cyclobutyl}-carbamic acid tert-butyl ester were stirred in 11.5 mL 4M hydrogen chloride in dioxane for 16 hours at room temperature. After evaporation of the solvent the residue was dissolved in methanol and given on a PoraPak Rxn CX column. The column was washed with 100 mL methanol and the product was eluted with methanol/NH3 yielding 34 mg (21.6%) of the title compound which was however slightly contaminated. Starting materials: COC(=O)C=C(CC(=O)OC)CC(=O)OC, CO, [H][H], O. Yields the product COC(=O)CC(CC(=O)OC)CC(=O)OC. As a reaction SMILES: [CH3:1][O:2][C:3]([CH2:4][C:5]([CH2:6][C:7](=[O:8])[O:9][CH3:10])=[CH:11][C:12](=[O:13])[O:14][CH3:15])=[O:16].[CH3:20][OH:21].[H:18][H:19].[OH2:17]>>[CH3:1][O:2][C:3]([CH2:4][CH:5]([CH2:6][C:7](=[O:8])[O:9][CH3:10])[CH2:11][C:12](=[O:13])[O:14][CH3:15])=[O:16].